This data is from the Open Reaction Database (ORD), a public repository of structured organic reaction records. The task is: describe an organic reaction: reactants, conditions, products, and yield Reactants: CC=1C=CC(=NC1)C=1C=C(C(=O)OC(C)(C)C)C=C(C1)C(C(F)(F)F)(C(F)(F)F)O (tert-butyl 3-(5-methylpyridin-2-yl)-5-[2,2,2-trifluoro-1-hydroxy-1-(trifluoromethyl)ethyl]benzoate), FC(C(=O)O)(F)F (trifluoroacetic acid). Solvent: C(Cl)Cl (DCM). Yields the product CC=1C=CC(=NC1)C=1C=C(C(=O)O)C=C(C1)C(C(F)(F)F)(C(F)(F)F)O (3-(5-methylpyridin-2-yl)-5-[2,2,2-trifluoro-1-hydroxy-1-(trifluoromethyl)ethyl]benzoic acid). RXN SMILES: [CH3:1][C:2]1[CH:3]=[CH:4][C:5]([C:8]2[CH:9]=[C:10]([CH:18]=[C:19]([C:21]([OH:30])([C:26]([F:29])([F:28])[F:27])[C:22]([F:25])([F:24])[F:23])[CH:20]=2)[C:11]([O:13]C(C)(C)C)=[O:12])=[N:6][CH:7]=1.FC(F)(F)C(O)=O>C(Cl)Cl>[CH3:1][C:2]1[CH:3]=[CH:4][C:5]([C:8]2[CH:9]=[C:10]([CH:18]=[C:19]([C:21]([OH:30])([C:22]([F:25])([F:23])[F:24])[C:26]([F:27])([F:28])[F:29])[CH:20]=2)[C:11]([OH:13])=[O:12])=[N:6][CH:7]=1. Procedure details: To a 0° C. DCM (6.8 mL) solution of tert-butyl 3-(5-methylpyridin-2-yl)-5-[92,2,2-trifluoro-1-hydroxy-1-(trifluoromethyl)ethyl]benzoate (0.6 g, 1.38 mmol) from step C was added trifluoroacetic acid (6.9 mL). The mixture was warmed to rt over 2 h and concentrated to dryness to give a gummy solid. The crude title compound was used in step E without further purification. LC-MS (M+H)=380.1 Reactants: NC1CCC(CC1)CNC=1SC2=C(N1)C1=C(OCC2)C=CC=C1 (N2-[(4-aminocyclohexyl)methyl]-4,5-dihydrobenzo[2,3]oxepino[4,5-d][1,3]thiazol-2-amine), C(C)(=O)Cl (acetyl chloride), O (water). Solvent: N1=CC=CC=C1 (pyridine), C(C)(C)N(CC)C(C)C (diisopropylethylamine). Run at time 30 minute. Yields the product N1=C(SC2=C1C1=C(OCC2)C=CC=C1)NCC1CCC(CC1)NC(C)=O (N1-{4-[(4,5-dihydrobenzo[2,3]oxepino[4,5-d][1,3]-thiazol-2-ylamino)methyl]cyclohexyl}acetamide). Yield: 72.3%. As a reaction SMILES: [NH2:1][CH:2]1[CH2:7][CH2:6][CH:5]([CH2:8][NH:9][C:10]2[S:11][C:12]3[CH2:19][CH2:18][O:17][C:16]4[CH:20]=[CH:21][CH:22]=[CH:23][C:15]=4[C:13]=3[N:14]=2)[CH2:4][CH2:3]1.[C:24](Cl)(=[O:26])[CH3:25].O>N1C=CC=CC=1.C(N(C(C)C)CC)(C)C>[N:14]1[C:13]2[C:15]3[CH:23]=[CH:22][CH:21]=[CH:20][C:16]=3[O:17][CH2:18][CH2:19][C:12]=2[S:11][C:10]=1[NH:9][CH2:8][CH:5]1[CH2:6][CH2:7][CH:2]([NH:1][C:24](=[O:26])[CH3:25])[CH2:3][CH2:4]1. Reported procedure: To a stirred solution of N2-[(4-aminocyclohexyl)methyl]-4,5-dihydrobenzo[2,3]oxepino[4,5-d][1,3]thiazol-2-amine (0.600 g, 1.49 mmol) in anhydrous pyridine (3 ml) and diisopropylethylamine was added acetyl chloride (0.130 ml, 1.83 mmol) dropwise. The solution was stirred for 30 minutes at room temperature and then poured into water (60 ml). The mixture was extracted with EtOAc, and the organic phase evaporated to afford a residue that was chromatographed on silica-gel eluting with EtOAc to yield ... Solvent: O (water). The reactants are S(O)(O)(=O)=O (sulfuric acid), CC(=CCCC(CC(=O)OC)=O)CCC=C(C)C (methyl 7,11-dimethyl-3-oxo-6,10-dodecadienoate), CO (methanol). Procedure: The product can be obtained in the form of a mixture of E and Z isomers by adding dropwise 3 ml of concentrated sulfuric acid to a solution of 7.6 g of the product of Example 3 in 45 ml of methanol and stirring the mixture at room temperature for 40 hours. The mixture was diluted with water and extracted with methylene chloride. The extracts were washed with water, dried over sodium sulfate and evaporated to dryness and the residue was chromatographed over silica and was eluted with a 9-1 benzen... Reaction conditions: time 40 hour. Yields the product COC(CCCC(=CCCC(CC(=O)OC)=O)C)(C)C (methyl 11-methoxy-7,11-dimethyl-3-oxo-6-dodecenoate). RXN SMILES: S(=O)(=O)(O)O.[CH3:6][C:7]([CH2:18][CH2:19][CH:20]=[C:21]([CH3:23])[CH3:22])=[CH:8][CH2:9][CH2:10][C:11](=[O:17])[CH2:12][C:13]([O:15][CH3:16])=[O:14].[CH3:24][OH:25]>O>[CH3:24][O:25][C:21]([CH3:23])([CH3:22])[CH2:20][CH2:19][CH2:18][C:7]([CH3:6])=[CH:8][CH2:9][CH2:10][C:11](=[O:17])[CH2:12][C:13]([O:15][CH3:16])=[O:14]. Starting materials: O=C1CCC1, CC(=O)O[BH-](OC(C)=O)OC(C)=O, CC(=O)O, CO, ClCCl, [Na+], NC(=O)c1ccc(-n2cc3c(n2)CCNCC3)cc1. As a reaction SMILES: [C:20]1(=[O:24])[CH2:21][CH2:22][CH2:23]1.[C:29]([O:30][BH-:31]([O:32][C:33](=[O:34])[CH3:35])[O:36][C:37](=[O:38])[CH3:39])(=[O:40])[CH3:41].[CH3:25][C:26](=[O:27])[OH:28].[CH3:46][OH:47].[Cl:43][CH2:44][Cl:45].[Na+:42].[n:1]1[n:2](-[c:11]2[cH:12][cH:13][c:14]([C:15](=[O:16])[NH2:17])[cH:18][cH:19]2)[cH:3][c:4]2[c:5]1[CH2:6][CH2:7][NH:8][CH2:9][CH2:10]2>>[n:1]1[n:2](-[c:11]2[cH:12][cH:13][c:14]([C:15](=[O:16])[NH2:17])[cH:18][cH:19]2)[cH:3][c:4]2[c:5]1[CH2:6][CH2:7][N:8]([CH:20]1[CH2:21][CH2:22][CH2:23]1)[CH2:9][CH2:10]2. Yields the product NC(=O)c1ccc(-n2cc3c(n2)CCN(C2CCC2)CC3)cc1. The solvent is CCO (EtOH). As a reaction SMILES: [F:1][C:2]1[CH:3]=[C:4]2[C:9](=[CH:10][C:11]=1[O:12][CH3:13])[C:8](=[O:14])[NH:7][CH:6]=[CH:5]2>CCO.[Pd]>[F:1][C:2]1[CH:3]=[C:4]2[C:9](=[CH:10][C:11]=1[O:12][CH3:13])[C:8](=[O:14])[NH:7][CH2:6][CH2:5]2. Starting materials: FC=1C=C2C=CNC(C2=CC1OC)=O (6-fluoro-7-methoxyisoquinolin-1(2H)-one). Procedure details: A suspension of 6-fluoro-7-methoxyisoquinolin-1(2H)-one (Cpd L, 0.531 g, 2.75 mmol) and 10% Pd/C in EtOH (20 mL) was stirred vigorously under a blanket of H2 (balloon) at room temperature for 2 days. The reaction mixture was filtered and the filtrate was concentrated under vacuum to give 6-fluoro-7-methoxy-3,4-dihydroisoquinolin-1(2H)-one (Cpd M, 430 mg, 80%) as a white powder. The reagents and catalysts are [Pd] (Pd/C). The product is FC=1C=C2CCNC(C2=CC1OC)=O (6-fluoro-7-methoxy-3,4-dihydroisoquinolin-1(2H)-one). Reaction conditions: time 2 day. Isolated yield 80.1%. Reactants: Oc1cccc(Br)c1, COC(CBr)OC, CN(C)C=O, Cl, [H-], [Na+], O. Product: COC(COc1cccc(Br)c1)OC. RXN SMILES: [Br:3][c:4]1[cH:5][c:6]([OH:10])[cH:7][cH:8][cH:9]1.[CH3:11][O:12][CH:13]([CH2:14][Br:15])[O:16][CH3:17].[CH3:19][N:20]([CH3:21])[CH:22]=[O:23].[ClH:18].[H-:1].[Na+:2].[OH2:24]>>[Br:3][c:4]1[cH:5][c:6]([O:10][CH2:14][CH:13]([O:12][CH3:11])[O:16][CH3:17])[cH:7][cH:8][cH:9]1. The reactants are NC=1SC2=C(N1)C=CC(=C2)F (2-amino 6-fluoro benzothiazole), ClC1=CC=C(C=C1)NC1=C(C(=O)O)C=CC=N1 (2-(4-chlorophenylamino)nicotinic acid), CN(C)C=O (DMF), C(C)N=C=NCCCN(C)C (1-ethyl-3-(3-dimethylaminopropyl) carbodiimide). Reaction conditions: temperature 27 celsius, time 9 hour. Yields the product FC1=CC2=C(N=C(S2)NC(C2=C(N=CC=C2)NC2=CC=C(C=C2)Cl)=O)C=C1 (N3-(6-fluoro-1,3-benzothiazol-2-yl)-2-(4-chloroanilino)nicotinamide). RXN SMILES: [Cl:1][C:2]1[CH:7]=[CH:6][C:5]([NH:8][C:9]2[N:17]=[CH:16][CH:15]=[CH:14][C:10]=2[C:11]([OH:13])=O)=[CH:4][CH:3]=1.CN(C=O)C.C(N=C=NCCCN(C)C)C.[NH2:34][C:35]1[S:36][C:37]2[CH:43]=[C:42]([F:44])[CH:41]=[CH:40][C:38]=2[N:39]=1>>[F:44][C:42]1[CH:41]=[CH:40][C:38]2[N:39]=[C:35]([NH:34][C:11](=[O:13])[C:10]3[CH:14]=[CH:15][CH:16]=[N:17][C:9]=3[NH:8][C:5]3[CH:4]=[CH:3][C:2]([Cl:1])=[CH:7][CH:6]=3)[S:36][C:37]=2[CH:43]=1. Procedure details: Compound 13 (185 mg, 1 mmol) and, 4-chloro aniline (17, 128 mg, 1 mmol) was taken in ethylene glycol and refluxed at 160° C. for 5 h. Then the reaction mixture was cooled and extracted in ethyl acetate (4×25 mL) from the aqueous layer and concentrated in vacuo. The compound was further purified by column chromatography using 60-120 silica gel (ethyl acetate/hexane, 1:9) to obtain ethyl 2-(4-chloro anilino) nicotinate (24) as pure product. Ethyl 2-(4-chloro anilino) nicotinate (24, 276 mg, 1 mmol... The reactants are FC1=C(C=CC=C1)C1=NC2=CC=CC=C2C(=C1C)NC1=C(C=CC(=C1)B1OC(C(O1)(C)C)(C)C)N1CCOCC1 (2-(2-fluorophenyl)-3-methyl-N-(2-morpholino-5-(4,4,5,5-tetramethyl-1,3,2-dioxaborolan-2-yl)phenyl)quinolin-4-amine), O1CCOCC1 (1,4-dioxane), ClC1=NC(=NC(=C1)C)N (4-chloro-6-methylpyrimidin-2-amine), C([O-])([O-])=O.[Na+].[Na+] (sodium carbonate). Reagents/catalysts: Cl[Pd]([P](C1=CC=CC=C1)(C2=CC=CC=C2)C3=CC=CC=C3)([P](C4=CC=CC=C4)(C5=CC=CC=C5)C6=CC=CC=C6)Cl (dichlorobis(triphenylphosphine)-palladium(ii)). Run in O (water). Run at temperature 120 celsius. Yields the product NC1=NC(=CC(=N1)C=1C=CC(=C(C1)NC1=C(C(=NC2=CC=CC=C12)C1=C(C=CC=C1)F)C)N1CCOCC1)C (N-(5-(2-amino-6-methyl-4-pyrimidinyl)-2-(4-morpholinyl)phenyl)-2-(2-fluorophenyl)-3-methyl-4-quinolinamine). As a reaction SMILES: [F:1][C:2]1[CH:7]=[CH:6][CH:5]=[CH:4][C:3]=1[C:8]1[C:17]([CH3:18])=[C:16]([NH:19][C:20]2[CH:25]=[C:24](B3OC(C)(C)C(C)(C)O3)[CH:23]=[CH:22][C:21]=2[N:35]2[CH2:40][CH2:39][O:38][CH2:37][CH2:36]2)[C:15]2[C:10](=[CH:11][CH:12]=[CH:13][CH:14]=2)[N:9]=1.Cl[C:42]1[CH:47]=[C:46]([CH3:48])[N:45]=[C:44]([NH2:49])[N:43]=1.C(=O)([O-])[O-].[Na+].[Na+].O1CCOCC1>Cl[Pd](Cl)([P](C1C=CC=CC=1)(C1C=CC=CC=1)C1C=CC=CC=1)[P](C1C=CC=CC=1)(C1C=CC=CC=1)C1C=CC=CC=1.O>[NH2:49][C:44]1[N:43]=[C:42]([C:24]2[CH:23]=[CH:22][C:21]([N:35]3[CH2:40][CH2:39][O:38][CH2:37][CH2:36]3)=[C:20]([NH:19][C:16]3[C:15]4[C:10](=[CH:11][CH:12]=[CH:13][CH:14]=4)[N:9]=[C:8]([C:3]4[CH:4]=[CH:5][CH:6]=[CH:7][C:2]=4[F:1])[C:17]=3[CH3:18])[CH:25]=2)[CH:47]=[C:46]([CH3:48])[N:45]=1 |f:2.3.4,^1:64,83|. Procedure details: A solution of 2-(2-fluorophenyl)-3-methyl-N-(2-morpholino-5-(4,4,5,5-tetramethyl-1,3,2-dioxaborolan-2-yl)phenyl)quinolin-4-amine (100 mg, 0.185 mmol; described herein), 4-chloro-6-methylpyrimidin-2-amine (26.6 mg, 0.185 mmol), sodium carbonate (58.9 mg, 0.556 mmol), dichlorobis(triphenylphosphine)-palladium(ii) (13.0 mg, 0.019 mmol), 1,4-dioxane (4.0 mL), and water (1.0 mL) was heated in a microwave at 120° C. for 60 min. The mixture was then cooled to rt and partitioned between EtOAc and water....